The task is: describe an organic reaction: reactants, conditions, products, and yield. This data is from the Open Reaction Database (ORD), a public repository of structured organic reaction records. Reactants: [I-].[K+] (potassium iodide), C[Si](C)(C)Cl (trimethylsilyl chloride), C(C1=CC=CC=C1)OCC=1N(C(=C(N1)C(C)C)SC1=CC(=CC(=C1)Cl)Cl)CC=1C=CC(=NC1)OC (2-benzyloxymethyl-5-(3,5-dichlorophenylthio)-1-(2-methoxypyridin-5-ylmethyl)-4-isopropyl-1H-imidazole), CO (methanol). Run in C(C)#N (acetonitrile). Run at temperature 60 celsius, time 10 minute. The product is C(C1=CC=CC=C1)OCC=1N(C(=C(N1)C(C)C)SC1=CC(=CC(=C1)Cl)Cl)CC=1C=NC(CC1)=O (2-benzyloxymethyl-5-(3,5-dichlorophenylthio)-1-(5,6-dihydro-6-oxopyridin-3-ylmethyl)-4-isopropyl-1H-imidazole). The yield is 34.2%. RXN SMILES: [I-].[K+].C[Si](Cl)(C)C.[CH2:8]([O:15][CH2:16][C:17]1[N:18]([CH2:34][C:35]2[CH:36]=[CH:37][C:38]([O:41]C)=[N:39][CH:40]=2)[C:19]([S:25][C:26]2[CH:31]=[C:30]([Cl:32])[CH:29]=[C:28]([Cl:33])[CH:27]=2)=[C:20]([CH:22]([CH3:24])[CH3:23])[N:21]=1)[C:9]1[CH:14]=[CH:13][CH:12]=[CH:11][CH:10]=1.CO>C(#N)C>[CH2:8]([O:15][CH2:16][C:17]1[N:18]([CH2:34][C:35]2[CH:40]=[N:39][C:38](=[O:41])[CH2:37][CH:36]=2)[C:19]([S:25][C:26]2[CH:27]=[C:28]([Cl:33])[CH:29]=[C:30]([Cl:32])[CH:31]=2)=[C:20]([CH:22]([CH3:24])[CH3:23])[N:21]=1)[C:9]1[CH:14]=[CH:13][CH:12]=[CH:11][CH:10]=1 |f:0.1|. Reported procedure: To a solution of 83 mg of potassium iodide in acetonitrile was added 64 μl of trimethylsilyl chloride under ice-cooling and stirring. The mixture was allowed to warm up, and after 10 minutes, 150 mg of 2-benzyloxymethyl-5-(3,5-dichlorophenylthio)-1-(2-methoxypyridin-5-ylmethyl)-4-isopropyl-1H-imidazole was added, and the mixture was stirred with heating at 60° C. After 1 hour, the solution was distilled off under reduced pressure, an aqueous sodium hydrogen carbonate solution was added, extracte... Reactants: C(=O)([O-])[O-].[Na+].[Na+] (Na2CO3), tetrakis-triphenylphosphane palladium, BrC=1C=CC(=NC1)C#CCN1C=CC2=CC(=CC=C12)CN1CCCC1 (1-[3-(5-bromo-pyridin-2-yl)-prop-2-ynyl]-5-pyrrolidin-1-ylmethyl-1H-indole), ClC1=CC=C(C=C1)OB(O)O (4-chlorophenyl-boric acid). Run in O1CCOCC1 (1,4-dioxane). Conditions: temperature 110 celsius, time 2.5 hour. Yields the product ClC1=CC=C(C=C1)C=1C=CC(=NC1)C#CCN1C=CC2=CC(=CC=C12)CN1CCCC1 (1-{3-[5-(4-chloro-phenyl)-pyridin-2-yl]-prop-2-ynyl}-5-pyrrolidin-1-ylmethyl-1H-indole). As a reaction SMILES: C([O-])([O-])=O.[Na+].[Na+].Br[C:8]1[CH:9]=[CH:10][C:11]([C:14]#[C:15][CH2:16][N:17]2[C:25]3[C:20](=[CH:21][C:22]([CH2:26][N:27]4[CH2:31][CH2:30][CH2:29][CH2:28]4)=[CH:23][CH:24]=3)[CH:19]=[CH:18]2)=[N:12][CH:13]=1.[Cl:32][C:33]1[CH:38]=[CH:37][C:36](OB(O)O)=[CH:35][CH:34]=1>O1CCOCC1>[Cl:32][C:33]1[CH:38]=[CH:37][C:36]([C:8]2[CH:9]=[CH:10][C:11]([C:14]#[C:15][CH2:16][N:17]3[C:25]4[C:20](=[CH:21][C:22]([CH2:26][N:27]5[CH2:31][CH2:30][CH2:29][CH2:28]5)=[CH:23][CH:24]=4)[CH:19]=[CH:18]3)=[N:12][CH:13]=2)=[CH:35][CH:34]=1 |f:0.1.2|. Procedure: Under an argon atmosphere 0.5 mL 2 M Na2CO3 solution and 10 mg (0.01 mmol) tetrakis-triphenylphosphane-palladium are added to a solution of 59 mg (0.15 mmol) 1-[3-(5-bromo-pyridin-2-yl)-prop-2-ynyl]-5-pyrrolidin-1-ylmethyl-1H-indole and 50 mg (0.32 mmol) 4-chlorophenyl-boric acid in 5 mL 1,4-dioxane and the reaction mixture is stirred for 2.5 h at 110° C. The mixture is evaporated down i.vac., the residue is combined with 3 mL water, extracted with 5 mL EtOAc, the organic phase is washed with sa... The reactants are ClCCl, COc1ccc(C(O)c2ccc3c(c2)OCO3)cc1, O=[Mn]=O. Yields the product COc1ccc(C(=O)c2ccc3c(c2)OCO3)cc1. As a reaction SMILES: [Cl:20][CH2:21][Cl:22].[O:1]1[CH2:2][O:3][c:4]2[c:5]1[cH:6][cH:7][c:8]([CH:10]([OH:11])[c:12]1[cH:13][cH:14][c:15]([O:18][CH3:19])[cH:16][cH:17]1)[cH:9]2.[O:23]=[Mn:24]=[O:25]>>[O:1]1[CH2:2][O:3][c:4]2[c:5]1[cH:6][cH:7][c:8]([C:10](=[O:11])[c:12]1[cH:13][cH:14][c:15]([O:18][CH3:19])[cH:16][cH:17]1)[cH:9]2. Starting materials: Cl (hydrochloric acid), FC=1C=C(C(=O)O)C=CC1 (m-fluorobenzoic acid), CO (methanol). Conditions: time 8 hour. The product is FC=1C=C(C(=O)OC)C=CC1 (methyl 3-fluorobenzoate). Yield: 75.0%. RXN SMILES: Cl.[F:2][C:3]1[CH:4]=[C:5]([CH:9]=[CH:10][CH:11]=1)[C:6]([OH:8])=[O:7].[CH3:12]O>>[F:2][C:3]1[CH:4]=[C:5]([CH:9]=[CH:10][CH:11]=1)[C:6]([O:8][CH3:12])=[O:7]. Procedure: To a solution of anhydrous hydrochloric acid (10.5 g) in anhydrous methanol (100 ml) is added m-fluorobenzoic acid (13.3 g.; 0.095 mole). The reaction mixture is stirred at room temperature overnight. The solvent and anhydrous hydrochloric acid are then removed under vacuum and the residue slurried with hexane (100 ml). The hexane insoluble layer is decanted and the hexane solution water washed (2×100 ml) before drying with anhydrous magnesium sulfate. The hexane filtrate is then concentrated un... The reactants are ClC=1C=C(OC[C@@H]2CN(C(O2)=O)[C@H](COC2=CC=C(CC3C(N(C(S3)=O)C(C3=CC=CC=C3)(C3=CC=CC=C3)C3=CC=CC=C3)=O)C=C2)C)C=CC1 (5-[4-{2(S)-[5(S)-(3-chlorophenoxymethyl)-2-oxooxazolidin-3-yl]propoxy}benzyl]-3-triphenylmethylthiazolidine -2,4-dione), FC(C(=O)O)(F)F (trifluoroacetic acid). Run in C(Cl)Cl (methylene chloride). Yields the product ClC=1C=C(OC[C@@H]2CN(C(O2)=O)[C@H](COC2=CC=C(CC3C(NC(S3)=O)=O)C=C2)C)C=CC1 (5-[4-{2(S)-[5(S)-(3-Chlorophenoxymethyl)-2-oxooxazolidin -3-yl]propoxy}benzyl]thiazolidine-2,4-dione). Yield: 78.3%. Reaction SMILES: [Cl:1][C:2]1[CH:3]=[C:4]([CH:50]=[CH:51][CH:52]=1)[O:5][CH2:6][C@H:7]1[O:11][C:10](=[O:12])[N:9]([C@@H:13]([CH3:49])[CH2:14][O:15][C:16]2[CH:48]=[CH:47][C:19]([CH2:20][CH:21]3[S:25][C:24](=[O:26])[N:23](C(C4C=CC=CC=4)(C4C=CC=CC=4)C4C=CC=CC=4)[C:22]3=[O:46])=[CH:18][CH:17]=2)[CH2:8]1.FC(F)(F)C(O)=O>C(Cl)Cl>[Cl:1][C:2]1[CH:3]=[C:4]([CH:50]=[CH:51][CH:52]=1)[O:5][CH2:6][C@H:7]1[O:11][C:10](=[O:12])[N:9]([C@@H:13]([CH3:49])[CH2:14][O:15][C:16]2[CH:48]=[CH:47][C:19]([CH2:20][CH:21]3[S:25][C:24](=[O:26])[NH:23][C:22]3=[O:46])=[CH:18][CH:17]=2)[CH2:8]1. Reported procedure: A procedure similar to that described in Example 1 was repeated, except that 286 mg of 5-[4-{2(S)-[5(S)-(3-chlorophenoxymethyl)-2-oxooxazolidin-3-yl]propoxy}benzyl]-3-triphenylmethylthiazolidine -2,4-dione (prepared as described in Preparation 41), 1 ml of trifluoroacetic acid and 1 ml of methylene chloride were used, to give 150 mg of the title compound, melting at 54° C. to 56° C. and having [α]D =+41.8° (methanol, c=0.975).